From a dataset of the Open Reaction Database (ORD), a public repository of structured organic reaction records. describe an organic reaction: reactants, conditions, products, and yield Starting materials: O=C1NN=C(C2=CC=CC=C12)CNC(=O)C1=NOC=C1 (isoxazol-3-carboxylic acid (4-oxo-3,4-dihydrophthalazin-1-ylmethyl)amide), P(=O)(Cl)(Cl)Cl (phosphorus oxychloride). The product is ClC1=NN2C(C3=CC=CC=C13)=CN=C2C2=NOC=C2 (6-Chloro-3-(isoxazol-3-yl)-imidazo[5,1-a]phthalazine). RXN SMILES: O=[C:2]1[C:11]2[C:6](=[CH:7][CH:8]=[CH:9][CH:10]=2)[C:5]([CH2:12][NH:13][C:14]([C:16]2[CH:20]=[CH:19][O:18][N:17]=2)=O)=[N:4][NH:3]1.P(Cl)(Cl)([Cl:23])=O>>[Cl:23][C:2]1[C:11]2[C:6](=[CH:7][CH:8]=[CH:9][CH:10]=2)[C:5]2=[CH:12][N:13]=[C:14]([C:16]3[CH:20]=[CH:19][O:18][N:17]=3)[N:4]2[N:3]=1. Procedure details: The title compound was prepared from isoxazol-3-carboxylic acid (4-oxo-3,4-dihydrophthalazin-1-ylmethyl)amide (Part a) and phosphorus oxychloride according the procedure described in Example 1, Part b. 1H NMR (360 MHz, CDCl3) δ 7.25 (s, 1H), 7.66 (t, J=8 Hz, 1H), 7.86 (t, J=8 Hz, 1H), 7.97 (brs, 1H), 8.09 (d, J=8 Hz, 1H), 8.21 (d, J=8 Hz, 1H), 8.57 (d, J=2 Hz, 1H). The reactants are [H-].[Na+] (sodium hydride), C(C1=CC=CC=C1)Br (benzyl bromide), C(C1=CC=CC=C1)N1C([C@@H]([C@H]1CCO)[C@@H](C)O[Si](C)(C)C(C)(C)C)=O (1-benzyl-3(S)-[1(R)-t-butyldimethylsilyloxyethyl]-4(R)-(2-hydroxyethyl)-2-azetidinone), ice. Solvent: CN(C=O)C (dimethylformamide), C1CCOC1 (THF), O (water), C1CCOC1 (THF). The product is [Si](C)(C)(C(C)(C)C)O[C@H](C)[C@H]1C(NC1)=O (3(S)-[1(R)-t-butyldimethylsilyloxyethyl]-2-azetidinone). Yield: 58.0%. Reaction SMILES: [H-].[Na+].C([N:10]1[C@H:13](CCO)[C@@H:12]([C@H:17]([O:19][Si:20]([C:23]([CH3:26])([CH3:25])[CH3:24])([CH3:22])[CH3:21])[CH3:18])[C:11]1=[O:27])C1C=CC=CC=1.C(Br)C1C=CC=CC=1>O.C1COCC1.CN(C)C=O>[Si:20]([O:19][C@@H:17]([C@@H:12]1[CH2:13][NH:10][C:11]1=[O:27])[CH3:18])([C:23]([CH3:26])([CH3:24])[CH3:25])([CH3:22])[CH3:21] |f:0.1|. Procedure: There were added 1 ml of THF and 0.6 ml of dimethylformamide to 13 mg (0.26 mmol) of sodium hydride (oiliness: 50%), to which 2 ml of a THF solution of 64 mg (0.18 mmol) of 1-benzyl-3(S)-[1(R)-t-butyldimethylsilyloxyethyl]-4(R)-(2-hydroxyethyl)-2-azetidinone on the ice bath and the mixture was stirred for 10 minutes. Thereto 0.03 ml (0.25 mmol) of benzyl bromide was added and the mixture was stirred at room temperature for a night. The reaction mixture was added with water, extracted three times... Starting materials: ClC1=C(C=CC=C1)C1=NCC(NC2=C1C=C(C=C2)Cl)=S (1,3-dihydro-5-(2-chlorophenyl)-7-chloro-2H-1,4-benzodiazepine-2-thione), Cl.ClCCN1CCCC1 (1-chloro-2-(1-pyrrolidinyl)ethane hydrochloride), [OH-].[Na+] (sodium hydroxide), CO (methanol). Solvent: O (water). Reaction conditions: time 3 hour. Product: N1(CCCC1)CCSC1=NC2=C(C(=NC1)C1=C(C=CC=C1)Cl)C=C(C=C2)Cl (2-[2-(1-pyrrolidinyl)ethylthio]-5-(2-chlorophenyl)-7-chloro-3H-1,4-benzodiazepine). As a reaction SMILES: [Cl:1][C:2]1[CH:7]=[CH:6][CH:5]=[CH:4][C:3]=1[C:8]1[C:14]2[CH:15]=[C:16]([Cl:19])[CH:17]=[CH:18][C:13]=2[NH:12][C:11](=[S:20])[CH2:10][N:9]=1.[OH-].[Na+].CO.Cl.Cl[CH2:27][CH2:28][N:29]1[CH2:33][CH2:32][CH2:31][CH2:30]1>O>[N:29]1([CH2:28][CH2:27][S:20][C:11]2[CH2:10][N:9]=[C:8]([C:3]3[CH:4]=[CH:5][CH:6]=[CH:7][C:2]=3[Cl:1])[C:14]3[CH:15]=[C:16]([Cl:19])[CH:17]=[CH:18][C:13]=3[N:12]=2)[CH2:33][CH2:32][CH2:31][CH2:30]1 |f:1.2,4.5|. Procedure: To a solution of 9.6 g of 1,3-dihydro-5-(2-chlorophenyl)-7-chloro-2H-1,4-benzodiazepine-2-thione in a solvent mixture comprising 40 ml of a 10% aqueous sodium hydroxide solution and 40 ml of methanol is added at room temperature 4.4 g of 1-chloro-2-(1-pyrrolidinyl)ethane hydrochloride, and the resulting mixture is stirred at room temperature for 3 hours. The reaction mixture is diluted with water and extracted with ethyl acetate. The extract is washed with water and dried over magnesium sulfate ... Reactants: BrC=1C(NN=CC1Br)=O (4,5-dibromo-3(2H)pyridazinone), C(CC)OC=1C=C(CNC)C=CC1OC (3-n-propoxy-4-methoxy-N-methylbenzylamine). The solvent is C(C)O (ethanol). Conditions: time 7 hour. Yields the product BrC=1C(NN=CC1N(C)CC1=CC(=C(C=C1)OC)OCCC)=O (4-bromo-5-(3-n-propoxy-4-methoxy-N-methylbenzylamino)-3(2H)pyridazinone). RXN SMILES: [Br:1][C:2]1[C:3](=[O:9])[NH:4][N:5]=[CH:6][C:7]=1Br.[CH2:10]([O:13][C:14]1[CH:15]=[C:16]([CH:20]=[CH:21][C:22]=1[O:23][CH3:24])[CH2:17][NH:18][CH3:19])[CH2:11][CH3:12]>C(O)C>[Br:1][C:2]1[C:3](=[O:9])[NH:4][N:5]=[CH:6][C:7]=1[N:18]([CH2:17][C:16]1[CH:20]=[CH:21][C:22]([O:23][CH3:24])=[C:14]([O:13][CH2:10][CH2:11][CH3:12])[CH:15]=1)[CH3:19]. Reported procedure: A mixture comprising 300 mg of 4,5-dibromo-3(2H)pyridazinone, 740 mg of 3-n-propoxy-4-methoxy-N-methylbenzylamine and 10 ml of ethanol, was refluxed under stirring for 7 hours. Then, ethanol was distilled off under reduced pressure, dilute hydrochloric acid was added to the residue thereby obtained, and the mixture was extracted with ethyl acetate. The extract was washed twice with water and dried over sodium sulfate. Then, the solvent was distilled off to obtain a yellow solid substance. The pr... Starting materials: C(C)N1C(CC(CC1)=O)=O (1-ethylpiperidine-2,4-dione), C(OC)([O-])[O-] (methyl orthoformate), resultant mixture. Run in C(C)(=O)OC(C)=O (acetic anhydride). The product is C(C)N1C(C(C(CC1)=O)=COC)=O (1-ethyl-3-methoxymethylenepiperidine-2,4-dione). Isolated yield 25.1%. Reaction SMILES: [CH2:1]([N:3]1[CH2:8][CH2:7][C:6](=[O:9])[CH2:5][C:4]1=[O:10])[CH3:2].[CH:11]([O-])([O-])[O:12][CH3:13]>C(OC(=O)C)(=O)C>[CH2:1]([N:3]1[CH2:8][CH2:7][C:6](=[O:9])[C:5](=[CH:11][O:12][CH3:13])[C:4]1=[O:10])[CH3:2]. Procedure details: Added to 8.3 g of 1-ethylpiperidine-2,4-dione were 11 g of methyl orthoformate and 20 ml of acetic anhydride. The resultant mixture was refluxed for 7 hours. After allowing the reaction mixture to cool down, excess methyl orthoformate and acetic anydride were distilled off under reduced pressure. The brown residue was distilled under reduced pressure in a Kugelroll apparatus (0.5 mmHg; bath temperature: 200°-250° C.) to obtain 2.7 g of 1-ethyl-3-methoxymethylenepiperidine-2,4-dione as crystals (... The reactants are CO, O=[N+]([O-])c1ccccc1NCC(F)F. The product is Nc1ccccc1NCC(F)F. As a reaction SMILES: [CH3:15][OH:16].[F:1][CH:2]([CH2:3][NH:4][c:5]1[c:6]([N+:11]([O-:12])=[O:13])[cH:7][cH:8][cH:9][cH:10]1)[F:14]>>[F:1][CH:2]([CH2:3][NH:4][c:5]1[c:6]([NH2:11])[cH:7][cH:8][cH:9][cH:10]1)[F:14].